This data is from the Open Reaction Database (ORD), a public repository of structured organic reaction records. The task is: describe an organic reaction: reactants, conditions, products, and yield Reactants: C(C)OC(CNC(=O)N1[C@@H]([C@@]([C@@H](C1)CC(C)(C)C)(C#N)C1=C(C=C(C=C1)Cl)F)C1=C(C(=CC=C1)Cl)F)=O (rac-{[(2S,3S,4S)-2-(3-chloro-2-fluoro-phenyl)-3-(4-chloro-2-fluoro-phenyl)-3-cyano-4-(2,2-dimethyl-propyl)-pyrrolidine-1-carbonyl]-amino}-acetic acid ethyl ester), O.[OH-].[Li+] (lithium hydroxide hydrate). Yields the product ClC=1C(=C(C=CC1)[C@H]1N(C[C@H]([C@]1(C#N)C1=C(C=C(C=C1)Cl)F)CC(C)(C)C)C(=O)NCC(=O)O)F (rac-{[(2S,3S,4S)-2-(3-chloro-2-fluoro-phenyl)-3-(4-chloro-2-fluoro-phenyl)-3-cyano-4-(2,2-dimethyl-propyl)-pyrrolidine-1-carbonyl]-amino}-acetic acid). Yield: 94.0%. Reaction SMILES: C([O:3][C:4](=[O:37])[CH2:5][NH:6][C:7]([N:9]1[CH2:13][C@@H:12]([CH2:14][C:15]([CH3:18])([CH3:17])[CH3:16])[C@@:11]([C:21]2[CH:26]=[CH:25][C:24]([Cl:27])=[CH:23][C:22]=2[F:28])([C:19]#[N:20])[C@H:10]1[C:29]1[CH:34]=[CH:33][CH:32]=[C:31]([Cl:35])[C:30]=1[F:36])=[O:8])C.O.[OH-].[Li+]>>[Cl:35][C:31]1[C:30]([F:36])=[C:29]([C@@H:10]2[C@:11]([C:21]3[CH:26]=[CH:25][C:24]([Cl:27])=[CH:23][C:22]=3[F:28])([C:19]#[N:20])[C@H:12]([CH2:14][C:15]([CH3:17])([CH3:18])[CH3:16])[CH2:13][N:9]2[C:7]([NH:6][CH2:5][C:4]([OH:37])=[O:3])=[O:8])[CH:34]=[CH:33][CH:32]=1 |f:1.2.3|. Procedure: In a manner similar to the method described in Example 52, rac-{[(2S,3S,4S)-2-(3-chloro-2-fluoro-phenyl)-3-(4-chloro-2-fluoro-phenyl)-3-cyano-4-(2,2-dimethyl-propyl)-pyrrolidine-1-carbonyl]-amino}-acetic acid ethyl ester (83 mg, 0.144 mmol, example C16) was reacted with lithium hydroxide hydrate (36 mg, 0.945 mmol, Aldrich) to give rac-{[(2S,3S,4S)-2-(3-chloro-2-fluoro-phenyl)-3-(4-chloro-2-fluoro-phenyl)-3-cyano-4-(2,2-dimethyl-propyl)-pyrrolidine-1-carbonyl]-amino}-acetic acid (71 mg, 92%) HRM... The reactants are CC(C#CC1=C(C=C(C=C1)[N+](=O)[O-])NC(CCC)=O)C (N-(2-(3-methylbut-1-ynyl)-5-nitrophenyl)butyramide), CC(C#CC1=C(C=C(C=C1)[N+](=O)[O-])NC(CCC)=O)C (N-(2-(3-methylbut-1-ynyl)-5-nitrophenyl)butyramide), CC(C)(C)[O-].[K+] (KOt-Bu). The solvent is CCOC(=O)C (EtOAc), CN1CCCC1=O (NMP). Conditions: temperature 70 celsius, time 16 hour. Yields the product C(C)(C)C=1NC2=CC(=CC=C2C1)[N+](=O)[O-] (2-Isopropyl-6-nitro-1H-indole). As a reaction SMILES: [CH3:1][CH:2]([CH3:20])[C:3]#[C:4][C:5]1[CH:10]=[CH:9][C:8]([N+:11]([O-:13])=[O:12])=[CH:7][C:6]=1[NH:14]C(=O)CCC.CC([O-])(C)C.[K+]>CN1C(=O)CCC1.CCOC(C)=O>[CH:2]([C:3]1[NH:14][C:6]2[C:5]([CH:4]=1)=[CH:10][CH:9]=[C:8]([N+:11]([O-:13])=[O:12])[CH:7]=2)([CH3:20])[CH3:1] |f:1.2|. Procedure details: To a solution of N-(2-(3-methylbut-1-ynyl)-5-nitrophenyl)butyramide (Compound 119, 900 mg, 3.29 mmol) in NMP (10 ml) was added KOt-Bu (552 mg, 4.94 mmol) and the mixture was stirred at 70° C. for 16 h, cooled to room temperature, diluted with EtOAc, washed with brine, dried over Na2SO4, and concentrated in vacuo. The residue was purified by chromatography on silica gel (0→25% EtOAc-hexanes) to yield the title compound. Reactants: FC=1C=C2C(C(=CN(C2=C(C1N1CCN(CC1)C)F)CCF)C(=O)O)=O (6,8-difluoro-1-(2-fluoroethyl)-1,4-dihydro-7-(4-methyl-1-piperazinyl)-4-oxo-3-quinolinecarboxylic acid), C(C)O (ethanol), S(=O)(Cl)Cl (thionyl chloride). Product: C(C)OC(=O)C1=CN(C2=C(C(=C(C=C2C1)F)N1CCN(CC1)C)F)CCF (6,8-Difluoro-1-(2-fluoroethyl)-1,4-dihydro-7-(4-methyl-1-piperazinyl) -3-quinolinecarboxylic acid ethyl ester). Yield: 81.0%. As a reaction SMILES: [F:1][C:2]1[CH:3]=[C:4]2[C:9](=[C:10]([F:19])[C:11]=1[N:12]1[CH2:17][CH2:16][N:15]([CH3:18])[CH2:14][CH2:13]1)[N:8]([CH2:20][CH2:21][F:22])[CH:7]=[C:6]([C:23]([OH:25])=[O:24])[C:5]2=O.S(Cl)(Cl)=O.[CH2:31](O)[CH3:32]>>[CH2:31]([O:25][C:23]([C:6]1[CH2:5][C:4]2[C:9](=[C:10]([F:19])[C:11]([N:12]3[CH2:17][CH2:16][N:15]([CH3:18])[CH2:14][CH2:13]3)=[C:2]([F:1])[CH:3]=2)[N:8]([CH2:20][CH2:21][F:22])[CH:7]=1)=[O:24])[CH3:32]. Procedure: To a stirred suspension of 6,8-difluoro-1-(2-fluoroethyl)-1,4-dihydro-7-(4-methyl-1-piperazinyl)-4-oxo-3-quinolinecarboxylic acid (Fleroxacin; Belgian Patent No. 887,574) (35 g, 0.095 mol) in anhydrous ethanol (2.0 L) was added dropwise thionyl chloride (184 mL, 2.52 mol) over a 2-hour period. The solution was then heated at reflux and monitored by thin layer chromatography, until all starting material had been consumed (at this point a clear solution was obtained). The mixture was evaporated to... The reactants are NC=1C=C(C(=O)O)C=CC1C(F)(F)F (3-amino-4-(trifluoromethyl)benzoic acid), NC=1C=C(C(=O)O)C=CC1C(F)(F)F (3-Amino-4-(trifluoromethyl)benzoic acid), IC(I)I (triiodomethane), N(=O)OCCCC (butyl nitrite). Run in C1CCOC1 (THF). Reaction conditions: temperature 80 celsius, time 4 hour. Product: IC=1C=C(C(=O)O)C=CC1C(F)(F)F (3-Iodo-4-(trifluoromethyl)benzoic acid). RXN SMILES: N[C:2]1[CH:3]=[C:4]([CH:8]=[CH:9][C:10]=1[C:11]([F:14])([F:13])[F:12])[C:5]([OH:7])=[O:6].[I:15]C(I)I.N(OCCCC)=O>C1COCC1>[I:15][C:2]1[CH:3]=[C:4]([CH:8]=[CH:9][C:10]=1[C:11]([F:14])([F:13])[F:12])[C:5]([OH:7])=[O:6]. Procedure details: 3-Amino-4-(trifluoromethyl)benzoic acid (commercially available) (6.5 g, 31.7 mmol) and triiodomethane (37.4 g, 95.1 mmol) were dissolved in THF (300 ml). The reaction mixture was heated to 80° C. and then butyl nitrite (5.56 ml, 47.6 mmol) was added slowly at this temperature. Heating was continued at this temperature for 4 hours and then the reaction was concentrated in vacuo to give the crude product. Purification by column chromatography (hexane to 30% EtOAc in hexane). This material was com... Reactants: CCC(=O)N(C=1C=CC=CC1)C2(CCN(CC2)CCN3C(=O)N(N=N3)CC)COC.Cl (alfentanil HCl). The solvent is O (water). The product is CCC(=O)N(C=1C=CC=CC1)C2(CCN(CC2)CCN3C(=O)N(N=N3)CC)COC (Alfentanil). RXN SMILES: [CH3:1][CH2:2][C:3]([N:5]([C:12]1([CH2:28][O:29][CH3:30])[CH2:17][CH2:16][N:15]([CH2:18][CH2:19][N:20]2[N:25]=[N:24][N:23]([CH2:26][CH3:27])[C:21]2=[O:22])[CH2:14][CH2:13]1)[C:6]1[CH:7]=[CH:8][CH:9]=[CH:10][CH:11]=1)=[O:4].Cl>O>[CH3:1][CH2:2][C:3]([N:5]([C:12]1([CH2:28][O:29][CH3:30])[CH2:13][CH2:14][N:15]([CH2:18][CH2:19][N:20]2[N:25]=[N:24][N:23]([CH2:26][CH3:27])[C:21]2=[O:22])[CH2:16][CH2:17]1)[C:6]1[CH:11]=[CH:10][CH:9]=[CH:8][CH:7]=1)=[O:4] |f:0.1|. Procedure: The alfentanil HCl obtained from step 7 is recrystallized from an HCl solution to give the final product as follows. 60.5 g of alfentanil HCl is placed into 2.5× amount of water (151 g H2O). To this is added 5.2 g activated charcoal and 10.4 g filtration aid (diatomaceous earth). Then 15.1 mL concentrated HCl is added (0.25 mL/g alfentanil HCl) and this is stirred until a slurry forms. This is followed by addition of 1 mL 1 N HCl/g alfentanil HCl (60.5 mL of 1 N HCl in this Example). This is chi... Reactants: CI (MeI), [H-].[Na+] (NaH), oil, CN1C(CCC2=CC(=CC=C12)C=1C=C(C=NC1)OCCNS(=O)(=O)CC)=O (ethanesulfonic acid {2-[5-(1-methyl-2-oxo-1,2,3,4-tetrahydro-quinolin-6-yl)-pyridin-3-yloxy]-ethyl}-amide). Run in CN(C)C=O (DMF). Reaction conditions: time 15 minute. Product: CN(S(=O)(=O)CC)CCOC=1C=NC=C(C1)C=1C=C2CCC(N(C2=CC1)C)=O (Ethanesulfonic acid methyl-{2-[5-(1-methyl-2-oxo-1,2,3,4-tetrahydro-quinolin-6-yl)-pyridin-3-yloxy]-ethyl}-amide). The yield is 80.5%. Reaction SMILES: [CH3:1][N:2]1[C:11]2[C:6](=[CH:7][C:8]([C:12]3[CH:13]=[C:14]([O:18][CH2:19][CH2:20][NH:21][S:22]([CH2:25][CH3:26])(=[O:24])=[O:23])[CH:15]=[N:16][CH:17]=3)=[CH:9][CH:10]=2)[CH2:5][CH2:4][C:3]1=[O:27].[H-].[Na+].[CH3:30]I>CN(C=O)C>[CH3:30][N:21]([CH2:20][CH2:19][O:18][C:14]1[CH:15]=[N:16][CH:17]=[C:12]([C:8]2[CH:7]=[C:6]3[C:11](=[CH:10][CH:9]=2)[N:2]([CH3:1])[C:3](=[O:27])[CH2:4][CH2:5]3)[CH:13]=1)[S:22]([CH2:25][CH3:26])(=[O:24])=[O:23] |f:1.2|. Procedure: To a solution of ethanesulfonic acid {2-[5-(1-methyl-2-oxo-1,2,3,4-tetrahydro-quinolin-6-yl)-pyridin-3-yloxy]-ethyl}-amide (example 151, 0.06 g, 0.154 mmol) in DMF (1.5 mL) cooled at 0° C. with an ice bath was added 60% NaH in mineral oil (0.008 g, 0.2 mmol) and the reaction mixture was stirred for 15 min. Then, MeI (0.026 g, 0.185 mmol) was added and the reaction mixture was stirred at 0° C. for another 30 min. The mixture was quenched with aq. ammonia (1 mL), diluted with brine (5 mL) and then...